Dataset: the Open Reaction Database (ORD), a public repository of structured organic reaction records. Task: describe an organic reaction: reactants, conditions, products, and yield The reactants are CCC(C(=O)[O-])c1ccc(N2C(=O)c3c(c(OC(F)F)c4ccccc4c3OC(C)C)C2=O)cc1, CC(=O)O, Cl, O. Product: CC(C)Oc1c2c(c(OC(F)F)c3ccccc13)C(=O)N(c1ccc(CC(=O)O)cc1)C2=O. RXN SMILES: [CH2:1]([CH3:2])[CH:3]([C:4](=[O:5])[O-:6])[c:7]1[cH:8][cH:9][c:10]([N:13]2[C:14](=[O:35])[c:15]3[c:16]([O:31][CH:32]([F:33])[F:34])[c:17]4[c:18]([c:19]([O:23][CH:24]([CH3:25])[CH3:26])[c:20]3[C:21]2=[O:22])[cH:27][cH:28][cH:29][cH:30]4)[cH:11][cH:12]1.[CH3:36][C:37](=[O:38])[OH:39].[ClH:40].[OH2:41]>>[CH2:3]([C:4](=[O:5])[OH:6])[c:7]1[cH:8][cH:9][c:10]([N:13]2[C:14](=[O:35])[c:15]3[c:16]([O:31][CH:32]([F:33])[F:34])[c:17]4[c:18]([c:19]([O:23][CH:24]([CH3:25])[CH3:26])[c:20]3[C:21]2=[O:22])[cH:27][cH:28][cH:29][cH:30]4)[cH:11][cH:12]1. Starting materials: Brc1c[nH]c2ncccc12, [Li]CCCC, C1CCOC1, CN(C)C=O, CCOC(C)=O, [Cl-], [NH4+]. The product is O=Cc1c[nH]c2ncccc12. As a reaction SMILES: [Br:1][c:2]1[cH:3][nH:4][c:5]2[n:6][cH:7][cH:8][cH:9][c:10]12.[CH2:11]([Li:12])[CH2:13][CH2:14][CH3:15].[CH2:21]1[O:22][CH2:23][CH2:24][CH2:25]1.[CH3:16][N:17]([CH:18]=[O:19])[CH3:20].[CH3:28][CH2:29][O:30][C:31](=[O:32])[CH3:33].[Cl-:26].[NH4+:27]>>[c:2]1([CH:18]=[O:19])[cH:3][nH:4][c:5]2[n:6][cH:7][cH:8][cH:9][c:10]12. The reactants are COC([C@H](CC1=CC=C(C=C1)C1=CC=C(C=C1)C#N)NC(=O)C1NCC=2C=C3C(=CC2C1)OC[C@@H](O3)C3=CC=C(C=C3)OCC3=CC(=C(C=C3)Cl)Cl)=O ((S)-3-(4′-Cyano-biphenyl-4-yl)-2-({(S)-3-[4-(3,4-dichloro-benzyloxy)-phenyl]-2,3,6,7,8,9-hexahydro-[1,4]dioxino[2,3-g]isoquinoline-8-carbonyl}-amino)-propionic acid methyl ester), ClC1=CC=C(C(=N1)C)S(=O)(=O)Cl (6-Chloro-2-methyl-pyridine-3-sulfonyl chloride), Cl (HCl). Yields the product COC([C@H](CC1=CC=C(C=C1)C1=CC=C(C=C1)C#N)NC(=O)C1N(CC=2C=C3C(=CC2C1)OC[C@@H](O3)C3=CC=C(C=C3)OCC3=CC(=C(C=C3)Cl)Cl)S(=O)(=O)C=3C(=NC(=CC3)Cl)C)=O ((S)-2-({(S)-7-(6-Chloro-2-methyl-pyridine-3-sulfonyl)-3-[4-(3,4-dichloro-benzyloxy)-phenyl]-2,3,6,7,8,9-hexahydro-[1,4]dioxino[2,3-g]isoquinoline-8-carbonyl}-amino)-3-(4′-cyano-biphenyl-4-yl)-propionic acid methyl ester). The yield is 79.8%. Reaction SMILES: [CH3:1][O:2][C:3](=[O:53])[C@@H:4]([NH:20][C:21]([CH:23]1[CH2:32][C:31]2[CH:30]=[C:29]3[O:33][CH2:34][C@H:35]([C:37]4[CH:42]=[CH:41][C:40]([O:43][CH2:44][C:45]5[CH:50]=[CH:49][C:48]([Cl:51])=[C:47]([Cl:52])[CH:46]=5)=[CH:39][CH:38]=4)[O:36][C:28]3=[CH:27][C:26]=2[CH2:25][NH:24]1)=[O:22])[CH2:5][C:6]1[CH:11]=[CH:10][C:9]([C:12]2[CH:17]=[CH:16][C:15]([C:18]#[N:19])=[CH:14][CH:13]=2)=[CH:8][CH:7]=1.[Cl:54][C:55]1[N:60]=[C:59]([CH3:61])[C:58]([S:62](Cl)(=[O:64])=[O:63])=[CH:57][CH:56]=1.Cl>>[CH3:1][O:2][C:3](=[O:53])[C@@H:4]([NH:20][C:21]([CH:23]1[CH2:32][C:31]2[CH:30]=[C:29]3[O:33][CH2:34][C@H:35]([C:37]4[CH:42]=[CH:41][C:40]([O:43][CH2:44][C:45]5[CH:50]=[CH:49][C:48]([Cl:51])=[C:47]([Cl:52])[CH:46]=5)=[CH:39][CH:38]=4)[O:36][C:28]3=[CH:27][C:26]=2[CH2:25][N:24]1[S:62]([C:58]1[C:59]([CH3:61])=[N:60][C:55]([Cl:54])=[CH:56][CH:57]=1)(=[O:64])=[O:63])=[O:22])[CH2:5][C:6]1[CH:11]=[CH:10][C:9]([C:12]2[CH:13]=[CH:14][C:15]([C:18]#[N:19])=[CH:16][CH:17]=2)=[CH:8][CH:7]=1. Procedure details: (S)-2-({(S)-7-(6-Chloro-2-methyl-pyridine-3-sulfonyl)-3-[4-(3,4-dichloro-benzyloxy)-phenyl]-2,3,6,7,8,9-hexahydro-[1,4]dioxino[2,3-g]isoquinoline-8-carbonyl}-amino)-3-(4′-cyano-biphenyl-4-yl)-propionic acid methyl ester (80 mg) was prepared from (S)-3-(4′-Cyano-biphenyl-4-yl)-2-({(S)-3-[4-(3,4-dichloro-benzyloxy)-phenyl]-2,3,6,7,8,9-hexahydro-[1,4]dioxino[2,3-g]isoquinoline-8-carbonyl}-amino)-propionic acid methyl ester (80 mg) and 6-Chloro-2-methyl-pyridine-3-sulfonyl chloride (29 mg) according... The reactants are COCCOC, CCOC(=O)C=C(C)c1ccc(I)cc1, [Na+], [Na+], O=C([O-])[O-], O, OB(O)c1ccco1. The product is CCOC(=O)C=C(C)c1ccc(-c2ccco2)cc1. RXN SMILES: [CH3:30][O:31][CH2:32][CH2:33][O:34][CH3:35].[I:1][c:2]1[cH:3][cH:4][c:5]([C:8](=[CH:9][C:10](=[O:11])[O:12][CH2:13][CH3:14])[CH3:15])[cH:6][cH:7]1.[Na+:16].[Na+:17].[O-:18][C:19](=[O:20])[O-:21].[OH2:36].[o:22]1[c:23]([B:27]([OH:28])[OH:29])[cH:24][cH:25][cH:26]1>>[c:2]1(-[c:23]2[o:22][cH:26][cH:25][cH:24]2)[cH:3][cH:4][c:5]([C:8](=[CH:9][C:10](=[O:11])[O:12][CH2:13][CH3:14])[CH3:15])[cH:6][cH:7]1. Reactants: O=C1NN=C(C=C1)C=1C(=NN2C1C=CC=C2)C2=CC=CC=C2 (3-(3-oxo-2,3-dihydropyridazin-6-yl)-2phenylpyrazolo[1,5-a]pyridine), CC1(OC2=CC=C(C=C2C2C1O2)C#N)C (2,2-dimethyl-3,4-epoxy-6-cyano-3,4-dihydro-2H-chromene), [H-].[Na+] (sodium hydride). Run in CS(=O)C (dimethylsulfoxide), C(C)(=O)OCC (ethyl acetate). Run at temperature 60 celsius, time 5 hour. Product: CC1(OC2=CC=C(C=C2C(C1O)N1N=C(C=CC1=O)C=1C(=NN2C1C=CC=C2)C2=CC=CC=C2)C#N)C (3-[2-(2,2-dimethyl-3-hydroxy-6-cyano-3,4-dihydro-2H-chromen-4-yl)-3-oxo-2,3-dihydropyridazin-6-yl]-2phenylpyrazolo[1,5-a]pyridine). The yield is 50.1%. Reaction SMILES: [O:1]=[C:2]1[CH:7]=[CH:6][C:5]([C:8]2[C:9]([C:17]3[CH:22]=[CH:21][CH:20]=[CH:19][CH:18]=3)=[N:10][N:11]3[CH:16]=[CH:15][CH:14]=[CH:13][C:12]=23)=[N:4][NH:3]1.[CH3:23][C:24]1([CH3:37])[CH:33]2[O:34][CH:32]2[C:31]2[C:26](=[CH:27][CH:28]=[C:29]([C:35]#[N:36])[CH:30]=2)[O:25]1.[H-].[Na+]>CS(C)=O.C(OCC)(=O)C>[CH3:23][C:24]1([CH3:37])[CH:33]([OH:34])[CH:32]([N:3]2[C:2](=[O:1])[CH:7]=[CH:6][C:5]([C:8]3[C:9]([C:17]4[CH:22]=[CH:21][CH:20]=[CH:19][CH:18]=4)=[N:10][N:11]4[CH:16]=[CH:15][CH:14]=[CH:13][C:12]=34)=[N:4]2)[C:31]2[C:26](=[CH:27][CH:28]=[C:29]([C:35]#[N:36])[CH:30]=2)[O:25]1 |f:2.3|. Reported procedure: A mixture of 3-(3-oxo-2,3-dihydropyridazin-6-yl)-2phenylpyrazolo[1,5-a]pyridine (0.60 g), 2,2-dimethyl-3,4-epoxy-6-cyano-3,4-dihydro-2H-chromene (0.80 g), and 60% sodium hydride (0.16 g) in dimethylsulfoxide (6 ml) was stirred for 5 hours at 60° C., and then diluted with ethyl acetate. The mixture was washed with water (10 ml) and sodium chloride aqueous solution (10 ml), dried over magnesium sulfate, and evaporated in vacuo. The residue was chromatographed on silica gel (10 g) with a mixture of... The reactants are C(C)SC=1N=C(C2=C(N1)C=CS2)O (2-Ethylmercapto-4-hydroxythieno[3,2-d]pyrimidine), 0.047I, NC=1C(=CC=CC1)C (o-toluidine). Run in C(C)OCC (diethyl ether). Yields the product CC1=C(C=CC=C1)NC=1N=C(C2=C(N1)C=CS2)O (2-(2-Methylphenylamino)-4-hydroxythieno[3,2-d]-pyrimidine). Reaction SMILES: C(S[C:4]1[N:5]=[C:6]([OH:13])[C:7]2[S:12][CH:11]=[CH:10][C:8]=2[N:9]=1)C.[NH2:14][C:15]1[C:16]([CH3:21])=[CH:17][CH:18]=[CH:19][CH:20]=1>C(OCC)C>[CH3:21][C:16]1[CH:17]=[CH:18][CH:19]=[CH:20][C:15]=1[NH:14][C:4]1[N:5]=[C:6]([OH:13])[C:7]2[S:12][CH:11]=[CH:10][C:8]=2[N:9]=1. Procedure: 2-Ethylmercapto-4-hydroxythieno[3,2-d]pyrimidine 10 g, 0.047I mol) and o-toluidine (30 g, 0.0279 mol) were heated in an oil bath at 210° for 20 hours. The reaction mixture was poured into diethyl ether and the solid obtained was collected by filtration and dried. The mother liquor was extracted with 2N sodium hydroxide (3×100 ml). The aqueous extracts were combined, acidified with glacial acetic acid and extracted with chloroform (3×100 ml). The chloroform extracts were combined, dried over magn... Reactants: CCOC(=O)c1cc2c(Br)nn(Cc3ccc(OC)cc3)c2s1, O=C([O-])[O-], [Cs+], [Cs+], OB(O)c1ccc(F)cc1F, [Na+], [Na+], O=C([O-])[O-], C1COCCO1. The product is CCOC(=O)c1cc2c(-c3ccc(F)cc3F)nn(Cc3ccc(OC)cc3)c2s1. RXN SMILES: [Br:1][c:2]1[c:3]2[c:4]([n:5]([CH2:7][c:8]3[cH:9][cH:10][c:11]([O:14][CH3:15])[cH:12][cH:13]3)[n:6]1)[s:16][c:17]([C:19](=[O:20])[O:21][CH2:22][CH3:23])[cH:18]2.[C:41](=[O:42])([O-:43])[O-:44].[Cs+:45].[Cs+:46].[F:24][c:25]1[c:26]([B:32]([OH:33])[OH:34])[cH:27][cH:28][c:29]([F:31])[cH:30]1.[Na+:35].[Na+:36].[O-:37][C:38](=[O:39])[O-:40].[O:47]1[CH2:48][CH2:49][O:50][CH2:51][CH2:52]1>>[c:2]1(-[c:26]2[c:25]([F:24])[cH:30][c:29]([F:31])[cH:28][cH:27]2)[c:3]2[c:4]([n:5]([CH2:7][c:8]3[cH:9][cH:10][c:11]([O:14][CH3:15])[cH:12][cH:13]3)[n:6]1)[s:16][c:17]([C:19](=[O:20])[O:21][CH2:22][CH3:23])[cH:18]2.